describe an organic reaction: reactants, conditions, products, and yield From a dataset of the Open Reaction Database (ORD), a public repository of structured organic reaction records. Starting materials: ClC1=C(C=CC=C1Cl)O (2,3-dichlorophenol), BrBr (bromine), O (water), ClCCl (dichloromethane), BrBr (bromine). Solvent: C(C)(=O)O (acetic acid), C(Cl)(Cl)Cl (chloroform), C(C)(=O)O (acetic acid). Run at temperature 10 celsius. The product is BrC1=C(C(=C(C=C1)O)Cl)Cl (4-bromo-2,3-dichlorophenol). Reaction SMILES: [Br:1]Br.O.ClCCl.[Cl:7][C:8]1[C:13]([Cl:14])=[CH:12][CH:11]=[CH:10][C:9]=1[OH:15]>C(O)(=O)C.C(Cl)(Cl)Cl>[Br:1][C:12]1[CH:11]=[CH:10][C:9]([OH:15])=[C:8]([Cl:7])[C:13]=1[Cl:14]. Procedure: In a 250 mL round bottom flask 10 g of 2,3-dichlorophenol was dissolved in a solvent mixture of glacial acetic acid (16 mL) and chloroform (4 mL) and cooled to 10° C. To this was added bromine (3.45 mL) in 15 mL of glacial acetic acid dropwise while maintaining the temperature. The reaction was vigorously stirred while adding bromine and continued stirring vigorously 0.5 h after addition was finished. At this time reaction mixture was poured into a flask containing 60 mL of water and 30 mL of di... Starting materials: C1(=CC=CC=C1)C=NN1C(OC(C1)CCCO)=O (3-phenylmethyleneamino-5-(3-hydroxy) propyl-2-oxazolidinone), N1=CC=CC=C1 (pyridine), S(=O)(Cl)Cl (Thionyl chloride). The product is ClCCCC1CN(C(O1)=O)N=CC1=CC=CC=C1 (5-(3-chloropropyl)-3-phenylmethyleneamino-2-oxazolidinone). Isolated yield 95.9%. RXN SMILES: [C:1]1([CH:7]=[N:8][N:9]2[CH2:13][CH:12]([CH2:14][CH2:15][CH2:16]O)[O:11][C:10]2=[O:18])[CH:6]=[CH:5][CH:4]=[CH:3][CH:2]=1.N1C=CC=CC=1.S(Cl)([Cl:27])=O>>[Cl:27][CH2:16][CH2:15][CH2:14][CH:12]1[O:11][C:10](=[O:18])[N:9]([N:8]=[CH:7][C:1]2[CH:6]=[CH:5][CH:4]=[CH:3][CH:2]=2)[CH2:13]1. Procedure: A mixture of 3-phenylmethyleneamino-5-(3-hydroxy) propyl-2-oxazolidinone (10.88 g, 0.0438 mole) CHCl3 (200 ml), and pyridine (4.25 ml, 4.16 g, 0.0526 mole, 1.2 eq.) is stirred at ambient temperature. Thionyl chloride (11.2 ml, 18.2 g, 0.1533 mole, 3.5 eq.) is added dropwise over 30-45 minutes while at ambient temperature (slight exotherm observed). After complete addition, the solution is heated to reflux. Reflux is maintained for 2 hours. After cooling, the solution is concentrated under reduce... The reactants are NC(=CC(=O)OCC)C1=C(C=CC=C1)Cl (ethyl 3-amino-3-(2-chlorophenyl)-2-propenoate), [H-].[Na+] (sodium hydride), FC(C=1C=CC(=NC1)NC(OC)=O)(F)F (methyl (5-trifluoromethyl-2-pyridyl)carbamate). Run in CN(C=O)C (dimethylformamide). Conditions: time 15 minute. The product is FC(C=1C=CC(=NC1)N1C(NC(=CC1=O)C1=C(C=CC=C1)Cl)=O)(F)F (3-(5-trifluoromethyl-2-pyridyl)-6-(2-chlorophenyl)-2,4(1H,3H)-pyrimidinedione). Yield: 10.1%. Reaction SMILES: [NH2:1][C:2]([C:9]1[CH:14]=[CH:13][CH:12]=[CH:11][C:10]=1[Cl:15])=[CH:3][C:4]([O:6]CC)=O.[H-].[Na+].[F:18][C:19]([F:32])([F:31])[C:20]1[CH:21]=[CH:22][C:23]([NH:26][C:27](=O)[O:28]C)=[N:24][CH:25]=1>CN(C)C=O>[F:31][C:19]([F:18])([F:32])[C:20]1[CH:21]=[CH:22][C:23]([N:26]2[C:4](=[O:6])[CH:3]=[C:2]([C:9]3[CH:14]=[CH:13][CH:12]=[CH:11][C:10]=3[Cl:15])[NH:1][C:27]2=[O:28])=[N:24][CH:25]=1 |f:1.2|. Procedure: 1.27 g of ethyl 3-amino-3-(2-chlorophenyl)-2-propenoate was added dropwise to a 20 ml of dimethylformamide solution of 0.26 g of sodium hydride (purity: 55%). The solution was stirred t room temperature for 15 minutes, then cooled to 0° C. and added with 1.24 g of methyl (5-trifluoromethyl-2-pyridyl)carbamate. The resulting solution was further stirred at 120° C. for 5 hours and then the solvent was distilled away under reduced pressure. The residue was dissolved with 100 ml of water and washed ...